Dataset: the Open Reaction Database (ORD), a public repository of structured organic reaction records. Task: describe an organic reaction: reactants, conditions, products, and yield Reactants: CO, CC(C)(C)OC(=O)c1ccc(O)c([N+](=O)[O-])c1. Product: CC(C)(C)OC(=O)c1ccc(O)c(N)c1. RXN SMILES: [CH3:18][OH:19].[OH:1][c:2]1[c:3]([N+:15]([O-:16])=[O:17])[cH:4][c:5]([C:6](=[O:7])[O:8][C:9]([CH3:10])([CH3:11])[CH3:12])[cH:13][cH:14]1>>[OH:1][c:2]1[c:3]([NH2:15])[cH:4][c:5]([C:6](=[O:7])[O:8][C:9]([CH3:10])([CH3:11])[CH3:12])[cH:13][cH:14]1. Starting materials: O (water), C(=CC1=CC=CC=C1)C1=NNC2=CC=C(C=C12)O (3-styryl-1H-indazol-5-ol), N1C=NC=C1 (imidazole), C1(=CC=CC=C1)P(=O)(C1=CC=CC=C1)Cl (diphenylphosphinyl chloride). Run in ClCCl (dichloromethane). Run at time 90 minute. Product: C(=C\C1=CC=CC=C1)/C1=NNC2=CC=C(C=C12)OP(=O)(C1=CC=CC=C1)C1=CC=CC=C1 (diphenylphosphinic acid 3-((E)-styryl)-1H-indazol-5-yl ester). RXN SMILES: [CH:1]([C:9]1[C:17]2[C:12](=[CH:13][CH:14]=[C:15]([OH:18])[CH:16]=2)[NH:11][N:10]=1)=[CH:2][C:3]1[CH:8]=[CH:7][CH:6]=[CH:5][CH:4]=1.N1C=CN=C1.[C:24]1([P:30](Cl)([C:32]2[CH:37]=[CH:36][CH:35]=[CH:34][CH:33]=2)=[O:31])[CH:29]=[CH:28][CH:27]=[CH:26][CH:25]=1.O>ClCCl>[CH:1](/[C:9]1[C:17]2[C:12](=[CH:13][CH:14]=[C:15]([O:18][P:30]([C:32]3[CH:33]=[CH:34][CH:35]=[CH:36][CH:37]=3)([C:24]3[CH:29]=[CH:28][CH:27]=[CH:26][CH:25]=3)=[O:31])[CH:16]=2)[NH:11][N:10]=1)=[CH:2]\[C:3]1[CH:4]=[CH:5][CH:6]=[CH:7][CH:8]=1. Reported procedure: A solution of 70 mg of 3-styryl-1H-indazol-5-ol, 300 mg of imidazole and of 273 μl of diphenylphosphinyl chloride in 15 ml of dichloromethane is stirred at ambient temperature. After stirring for approximately 90 minutes, the medium is treated with 30 ml of distilled water. The aqueous phase is extracted twice with 30 ml of dichloromethane and the organic phases are then dried over magnesium sulfate, filtered, and concentrated under reduced pressure on a rotary evaporator. The crude is taken up ... The reactants are BrC1=CC=C(C(=N1)C(NC)=O)NC1=NC(=NC=C1C(F)(F)F)NC1=C(C=C(CCCCP(OCC(CN2N=CC(=C2)B2OC(C(O2)(C)C)(C)C)(C)C)=O)C=C1)OC (2,2-Dimethyl-3-[4-(4,4,5,5-tetramethyl-1,3,2-dioxaborolan-2-yl)-1H-pyrazol-1-yl]propyl (4-{[4-{[6-bromo-2-(methylcarbamoyl)pyridin-3-yl]amino}-5-(trifluoromethyl)pyrimidin-2-yl]amino}-3-methoxybenzyl)propylphosphinate), CC1(OB(OC1(C)C)C=1C=NN(C1)CC1(CC1)CO)C ((1-{[4-(4,4,5,5-tetramethyl-1,3,2-dioxaborolan-2-yl)-1H-pyrazol-1-yl]methyl}cyclopropyl)methanol), CC1(OB(OC1(C)C)C=1C=NN(C1)CC1(CC1)CO)C ((1-{[4-(4,4,5,5-tetramethyl-1,3,2-dioxaborolan-2-yl)-1H-pyrazol-1-yl]methyl}cyclopropyl)methanol). Product: BrC1=CC=C(C(=N1)C(NC)=O)NC1=NC(=NC=C1C(F)(F)F)NC1=C(C=C(CCCCP(OCC2(CC2)CN2N=CC(=C2)B2OC(C(O2)(C)C)(C)C)=O)C=C1)OC ((1-{[4-(4,4,5,5-tetramethyl-1,3,2-dioxaborolan-2-yl)-1H-pyrazol-1-yl]methyl}cyclopropyl)methyl (4-{[4-{[6-bromo-2-(methylcarbamoyl)pyridin-3-yl]amino}-5-(trifluoromethyl)pyrimidin-2-yl]amino}-3-methoxybenzyl)propylphosphinate). RXN SMILES: [Br:1][C:2]1[N:7]=[C:6]([C:8](=[O:11])[NH:9][CH3:10])[C:5]([NH:12][C:13]2[C:18]([C:19]([F:22])([F:21])[F:20])=[CH:17][N:16]=[C:15]([NH:23][C:24]3[CH:55]=[CH:54][C:27]([CH2:28][CH2:29][CH2:30][CH2:31][PH:32](=[O:53])[O:33][CH2:34][C:35]([CH3:52])([CH3:51])[CH2:36][N:37]4[CH:41]=[C:40]([B:42]5[O:46][C:45]([CH3:48])([CH3:47])[C:44]([CH3:50])([CH3:49])[O:43]5)[CH:39]=[N:38]4)=[CH:26][C:25]=3[O:56][CH3:57])[N:14]=2)=[CH:4][CH:3]=1.CC1(C)C(C)(C)OB(C2C=NN(CC3(CO)CC3)C=2)O1>>[Br:1][C:2]1[N:7]=[C:6]([C:8](=[O:11])[NH:9][CH3:10])[C:5]([NH:12][C:13]2[C:18]([C:19]([F:22])([F:21])[F:20])=[CH:17][N:16]=[C:15]([NH:23][C:24]3[CH:55]=[CH:54][C:27]([CH2:28][CH2:29][CH2:30][CH2:31][PH:32](=[O:53])[O:33][CH2:34][C:35]4([CH2:36][N:37]5[CH:41]=[C:40]([B:42]6[O:46][C:45]([CH3:47])([CH3:48])[C:44]([CH3:49])([CH3:50])[O:43]6)[CH:39]=[N:38]5)[CH2:51][CH2:52]4)=[CH:26][C:25]=3[O:56][CH3:57])[N:14]=2)=[CH:4][CH:3]=1. Procedure details: Prepared analogously to Compound 74A replacing Compound 47B with (1-{[4-(4,4,5,5-tetramethyl-1,3,2-dioxaborolan-2-yl)-1H-pyrazol-1-yl]methyl}cyclopropyl)methanol (Compound 63B). MS (ESI): m/z 877.90/879.86 [M+H]+. UPLC: tR=1.60 min (UPLC-SQD: analytical—2 min). The reactants are [N+](=O)([O-])C=1C=C(C=CC1)NC1=NN2C(C3=CC=CC=C13)=NN=C2C2=C(C=CC=C2)C ((3-nitro-phenyl)-(3-o-tolyl-[1,2,4]triazolo[3,4-a]-phthalazin-6-yl)-amine), Cl (hydrochloric acid), O.O.[Sn](Cl)(Cl)(Cl)Cl (tin chloride dihydrate). The solvent is C(C)(=O)O (acetic acid). Conditions: temperature 90 celsius, time 2 day. Product: CC1=C(C=CC=C1)C1=NN=C2N1N=C(C1=CC=CC=C21)NC2=CC(=CC=C2)N (N-[3-(2-Methyl-phenyl)-[1,2,4]triazolo[3,4-a]phthalazin-6-yl]-benzene-1,3-diamine). The yield is 84.8%. As a reaction SMILES: [N+:1]([C:4]1[CH:5]=[C:6]([NH:10][C:11]2[C:20]3[C:15](=[CH:16][CH:17]=[CH:18][CH:19]=3)[C:14]3=[N:21][N:22]=[C:23]([C:24]4[CH:29]=[CH:28][CH:27]=[CH:26][C:25]=4[CH3:30])[N:13]3[N:12]=2)[CH:7]=[CH:8][CH:9]=1)([O-])=O.Cl.O.O.[Sn](Cl)(Cl)(Cl)Cl>C(O)(=O)C>[CH3:30][C:25]1[CH:26]=[CH:27][CH:28]=[CH:29][C:24]=1[C:23]1[N:13]2[N:12]=[C:11]([NH:10][C:6]3[CH:7]=[CH:8][CH:9]=[C:4]([NH2:1])[CH:5]=3)[C:20]3[C:15]([C:14]2=[N:21][N:22]=1)=[CH:16][CH:17]=[CH:18][CH:19]=3 |f:2.3.4|. Reported procedure: To a suspension of (3-nitro-phenyl)-(3-o-tolyl-[1,2,4]triazolo[3,4-a]-phthalazin-6-yl)-amine (compound B10) (263 mg, 0.66 mmol) in a 2:1 mixture of glacial acetic acid and 37% hydrochloric acid (18 ml) is added tin chloride dihydrate (450 mg, 1.99 mmol). The mixture is stirred at 90° C. for 2 days. Upon cooling, the precipitate is filtered and the filtrate concentrated. Purification of residue by column chromatography (CH2Cl2/MeOH, 95:5) gives 205 mg of an off-white solid which is triturated wit... The product is C1(=CC=CC=C1)[C@@H](C)NCC1=CC(=C(C=C1)OC)C=1C=NC=C(C1)OC (((1R)-1-Phenylethyl){[4-methoxy-3-(5-methoxy(3-pyridyl))phenyl]methyl}amine). RXN SMILES: [CH3:1][O:2][C:3]1[CH:10]=[CH:9][C:6]([CH:7]=O)=[CH:5][C:4]=1[C:11]1[CH:12]=[N:13][CH:14]=[C:15]([O:17][CH3:18])[CH:16]=1.[CH3:19][C@@H:20]([NH2:27])[C:21]1[CH:26]=[CH:25][CH:24]=[CH:23][CH:22]=1>>[C:21]1([C@H:20]([NH:27][CH2:7][C:6]2[CH:9]=[CH:10][C:3]([O:2][CH3:1])=[C:4]([C:11]3[CH:12]=[N:13][CH:14]=[C:15]([O:17][CH3:18])[CH:16]=3)[CH:5]=2)[CH3:19])[CH:26]=[CH:25][CH:24]=[CH:23][CH:22]=1. Procedure: The title compound (0.8 g, white solid as HCl salt) was prepared from 4-methoxy-3-(5-methoxy(3-pyridyl))benzaldehyde (0.71 g) and (R)-α-methylbenzylamine (0.371 mL) analogously to Example 66, step 3. Reactants: COC1=C(C=C(C=O)C=C1)C=1C=NC=C(C1)OC (4-methoxy-3-(5-methoxy(3-pyridyl))benzaldehyde), C[C@H](C1=CC=CC=C1)N ((R)-α-methylbenzylamine). The reactants are [Si](C1=CC=CC=C1)(C1=CC=CC=C1)(C(C)(C)C)OCCC=1C=C(C=CC1)N1C(N(CC=2C1=NC(=NC2)NC2=CC=CC=C2)CC=2OC=CC2)=O (1-[3-(2-tert-butyldiphenylsilyloxyethyl)-phenyl]-3-(furan-2-yl-methyl)-7-phenylamino-3,4-dihydro-pyrimido[4,5-d]pyrimidin-2(1H)-one), [F-].C(CCC)[N+](CCCC)(CCCC)CCCC (tetrabutylammonium fluoride). Run in O1CCCC1 (tetrahydrofuran). Run at time 2 hour. Yields the product O1C(=CC=C1)CN1C(N(C2=NC(=NC=C2C1)NC1=CC=CC=C1)C1=CC(=CC=C1)CCO)=O (3-(furan-2-yl-methyl)-1-[3-(2-hydroxyethyl)-phenyl]-7-phenylamino-3,4-dihydro-pyrimido[4,5-d]pyrimidin-2(1H)-one). Yield: 81.9%. RXN SMILES: [Si]([O:18][CH2:19][CH2:20][C:21]1[CH:22]=[C:23]([N:27]2[C:32]3=[N:33][C:34]([NH:37][C:38]4[CH:43]=[CH:42][CH:41]=[CH:40][CH:39]=4)=[N:35][CH:36]=[C:31]3[CH2:30][N:29]([CH2:44][C:45]3[O:46][CH:47]=[CH:48][CH:49]=3)[C:28]2=[O:50])[CH:24]=[CH:25][CH:26]=1)(C(C)(C)C)(C1C=CC=CC=1)C1C=CC=CC=1.[F-].C([N+](CCCC)(CCCC)CCCC)CCC>O1CCCC1>[O:46]1[CH:47]=[CH:48][CH:49]=[C:45]1[CH2:44][N:29]1[CH2:30][C:31]2[C:32](=[N:33][C:34]([NH:37][C:38]3[CH:39]=[CH:40][CH:41]=[CH:42][CH:43]=3)=[N:35][CH:36]=2)[N:27]([C:23]2[CH:24]=[CH:25][CH:26]=[C:21]([CH2:20][CH2:19][OH:18])[CH:22]=2)[C:28]1=[O:50] |f:1.2|. Procedure: A solution of 320 mg (0.47 mmol) of 1-[3-(2-tert-butyldiphenylsilyloxyethyl)-phenyl]-3-(furan-2-yl-methyl)-7-phenylamino-3,4-dihydro-pyrimido[4,5-d]pyrimidin-2(1H)-one in dry tetrahydrofuran (5 ml) was treated with 0.6 ml (0.6 mmol) of tetrabutylammonium fluoride (1M solution in tetrahydrofuran) then stirred at room temperature for 2 hours. The solvent was evaporated and the crude material purified by flash chromatography on silica gel, eluting with 4:1 ethyl acetate/hexane. Product containing f... Reactants: C([O-])([O-])=O.[K+].[K+] (Potassium carbonate), [I-].[K+] (potassium iodide), C(C#C)Cl (propargyl chloride), N1(N=NN=C1)C1=CC=C(C=N1)O (6-tetrazol-1-yl-pyridin-3-ol). Reaction conditions: temperature 80 celsius. Procedure: To a flask under N2 fitted with a reflux condenser was added 6-tetrazol-1-yl-pyridin-3-ol (2.25 g, 13.7 mmol) and N,N-dimethylformamide (8.2 mL). Potassium carbonate (3.79 g, 27.4 mmol, 2 eq.), potassium iodide (0.143 g, 0.86 mmol, 0.06 eq.) and propargyl chloride (1.98 mL, 17.9 mmol, 1.3 eq.) were added and heated at 80° C. for three hours. The reaction was cooled to room temperature and 10 mL of water was added to affect precipitation. The solid was filtered off, washed with water and dried ov... RXN SMILES: [N:1]1([C:6]2[N:11]=[CH:10][C:9]([OH:12])=[CH:8][CH:7]=2)[CH:5]=[N:4][N:3]=[N:2]1.C(=O)([O-])[O-].[K+].[K+].[I-].[K+].[CH2:21](Cl)[C:22]#[CH:23]>O.CN(C)C=O>[CH2:23]([O:12][C:9]1[CH:8]=[CH:7][C:6]([N:1]2[CH:5]=[N:4][N:3]=[N:2]2)=[N:11][CH:10]=1)[C:22]#[CH:21] |f:1.2.3,4.5|. Solvent: O (water), CN(C=O)C (N,N-dimethylformamide). The product is C(C#C)OC=1C=CC(=NC1)N1N=NN=C1 (5-(Prop-2-ynyloxy)-2-(1H-tetrazol-1-yl)pyridine). Starting materials: CC1CN(Cc2ccccc2)CCC1(O)c1cc(C(F)(F)F)cc2ccoc12, O, Cc1ccc(S(=O)(=O)O)cc1. Yields the product CC1CN(Cc2ccccc2)CC=C1c1cc(C(F)(F)F)cc2ccoc12. RXN SMILES: [CH2:1]([c:2]1[cH:3][cH:4][cH:5][cH:6][cH:7]1)[N:8]1[CH2:9][CH:10]([CH3:28])[C:11]([c:14]2[cH:15][c:16]([C:23]([F:24])([F:25])[F:26])[cH:17][c:18]3[cH:19][cH:20][o:21][c:22]23)([OH:27])[CH2:12][CH2:13]1.[OH2:29].[c:30]1([CH3:31])[cH:32][cH:33][c:34]([S:35]([OH:36])(=[O:37])=[O:38])[cH:39][cH:40]1>>[CH2:1]([c:2]1[cH:3][cH:4][cH:5][cH:6][cH:7]1)[N:8]1[CH2:9][CH:10]([CH3:28])[C:11]([c:14]2[cH:15][c:16]([C:23]([F:24])([F:25])[F:26])[cH:17][c:18]3[cH:19][cH:20][o:21][c:22]23)=[CH:12][CH2:13]1. Starting materials: CC1=CC2=C(C=C1C)C1=C(CN(CC1)CC(C)=O)C(O2)=O (1,2,3,4-tetrahydro-8,9-dimethyl-3-(2-oxopropyl)-5H-[1]benzopyrano[3,4-c]pyridin-5-one), CNC (dimethylamine). The product is CN(C(CN1CC2=C(CC1)C1=C(OC2=O)C=C(C(=C1)C)C)C)C (3-[2-(Dimethylamino)propyl]-1,2,3,4-tetrahydro-8,9-dimethyl-5H-[1]benzopyrano[3,4-c]pyridin-5-one). Yield: 8.6%. Reaction SMILES: [CH3:1][C:2]1[C:7]([CH3:8])=[CH:6][C:5]2[C:9]3[CH2:14][CH2:13][N:12]([CH2:15][C:16](=O)[CH3:17])[CH2:11][C:10]=3[C:19](=[O:21])[O:20][C:4]=2[CH:3]=1.[CH3:22][NH:23][CH3:24]>>[CH3:22][N:23]([CH3:24])[CH:16]([CH3:17])[CH2:15][N:12]1[CH2:13][CH2:14][C:9]2[C:5]3[CH:6]=[C:7]([CH3:8])[C:2]([CH3:1])=[CH:3][C:4]=3[O:20][C:19](=[O:21])[C:10]=2[CH2:11]1. Reported procedure: Prepared by the method described in Example 38 from 1,2,3,4-tetrahydro-8,9-dimethyl-3-(2-oxopropyl)-5H-[1]benzopyrano[3,4-c]pyridin-5-one (7.3 g, 0.026 moles) and dimethylamine (10.0 g, 0.22 moles). Several recrystallizations from acetonitrile yielded the product as the free base (0.7 g) mp 105°-107° C. Starting materials: OC1=C(C(=CC(=C1)OCOC)OCOC)C(C)=O (2'-hydroxy-4',6'-bis(methoxymethoxy)acetophenone), C1COCCOCCOCCOCCOCCO1 (18-crown-6), [H-].[K+] (potassium hydride), C(=S)=S (carbon disulfide), CI (methyl iodide). Run in C1CCOC1 (THF), O (water), C1CCOC1 (THF). Conditions: time 1 hour. Product: COCOC1=C2C(C=C(OC2=CC(=C1)OCOC)C)=S (5,7-bis(methoxymethoxy)-2-methylthiochromone). The yield is 91.6%. As a reaction SMILES: [H-].[K+].[OH:3][C:4]1[CH:9]=[C:8]([O:10][CH2:11][O:12][CH3:13])[CH:7]=[C:6]([O:14][CH2:15][O:16][CH3:17])[C:5]=1[C:18](=O)[CH3:19].C1O[CH2:37][CH2:36]OCCOCCOCCOCCOC1.C(=S)=[S:40].CI>C1COCC1.O>[CH3:17][O:16][CH2:15][O:14][C:6]1[CH:7]=[C:8]([O:10][CH2:11][O:12][CH3:13])[CH:9]=[C:4]2[C:5]=1[C:18](=[S:40])[CH:19]=[C:36]([CH3:37])[O:3]2 |f:0.1|. Reported procedure: Under cooling on ice, potassium hydride (0.5 ml of 35% mineral oil) was suspended in 2 ml THF. 2 ml of 126 mg of 2'-hydroxy-4',6'-bis(methoxymethoxy)acetophenone (0.492 mmol) and 130 mg of 18-crown-6 (0.492 mmol) in THF was added dropwise to the above suspension, and the mixture was stirred for 1 hour. After addition of 0.89 ml of carbon disulfide (14.76 mmol), the solution was stirred for 20 hours at room temperature. Then, 0.5 ml of methyl iodide was added thereto, and the solution was stirred...